From a dataset of the Open Reaction Database (ORD), a public repository of structured organic reaction records. describe an organic reaction: reactants, conditions, products, and yield The reactants are O (water), [BH4-].[Na+] (sodium borohydride), O (water), C(C=C)(=O)OCCCCCCOC1=CC=C(C=C1)C1=CC=C(C=C1)[C@@H]1CC[C@H](CC1)CCC=O (6-[4'-[trans-4-(3-oxo-propyl)-cyclohexyl]-biphenyl-4-yloxy]-hexyl acrylate). Solvent: O1CCOCC1 (dioxan). Run at time 1 hour. Product: C(C=C)(=O)OCCCCCCOC1=CC=C(C=C1)C1=CC=C(C=C1)[C@@H]1CC[C@H](CC1)CCCO (6-[4'-[trans-4-(3-hydroxy-propyl)-cyclohexyl]-biphenyl-4-yloxy]-hexyl acrylate). Yield: 95.0%. RXN SMILES: [BH4-].[Na+].O.[C:4]([O:8][CH2:9][CH2:10][CH2:11][CH2:12][CH2:13][CH2:14][O:15][C:16]1[CH:21]=[CH:20][C:19]([C:22]2[CH:27]=[CH:26][C:25]([C@H:28]3[CH2:33][CH2:32][C@H:31]([CH2:34][CH2:35][CH:36]=[O:37])[CH2:30][CH2:29]3)=[CH:24][CH:23]=2)=[CH:18][CH:17]=1)(=[O:7])[CH:5]=[CH2:6]>O1CCOCC1>[C:4]([O:8][CH2:9][CH2:10][CH2:11][CH2:12][CH2:13][CH2:14][O:15][C:16]1[CH:17]=[CH:18][C:19]([C:22]2[CH:23]=[CH:24][C:25]([C@H:28]3[CH2:33][CH2:32][C@H:31]([CH2:34][CH2:35][CH2:36][OH:37])[CH2:30][CH2:29]3)=[CH:26][CH:27]=2)=[CH:20][CH:21]=1)(=[O:7])[CH:5]=[CH2:6] |f:0.1|. Procedure details: A mixture of 0.123 g of sodium borohydride and 10 ml of water was treated dropwise at 20° C. with a solution of 5.00 g of 6-[4'-[trans-4-(3-oxo-propyl)-cyclohexyl]-biphenyl-4-yloxy]-hexyl acrylate in 50 ml of dioxan. The mixture was subsequently stirred at room temperature for 1 hour. The reaction mixture was poured into 50 ml of water, the phases were separated and the aqueous phase was extracted twice with 25 ml of ethyl acetate each time. The combined organic phases were washed twice with 50 ...